This data is from the Open Reaction Database (ORD), a public repository of structured organic reaction records. The task is: describe an organic reaction: reactants, conditions, products, and yield Starting materials: O=C([O-])O, CCOCC, ClCCCl, Cl, NNC(=O)C(F)(F)C(F)(F)F, O=C(Cl)CCC([N+](=O)[O-])([N+](=O)[O-])[N+](=O)[O-], [Na+], c1ccncc1. Product: O=C(CCC([N+](=O)[O-])([N+](=O)[O-])[N+](=O)[O-])NNC(=O)C(F)(F)C(F)(F)F. As a reaction SMILES: [C:28](=[O:29])([OH:30])[O-:31].[CH3:33][CH2:34][O:35][CH2:36][CH3:37].[Cl:38][CH2:39][CH2:40][Cl:41].[ClH:27].[F:1][C:2]([C:3](=[O:4])[NH:5][NH2:6])([C:7]([F:8])([F:9])[F:10])[F:11].[N+:12](=[O:13])([O-:14])[C:15]([CH2:16][CH2:17][C:18](=[O:19])[Cl:20])([N+:21](=[O:22])[O-:23])[N+:24](=[O:25])[O-:26].[Na+:32].[cH:42]1[cH:43][cH:44][n:45][cH:46][cH:47]1>>[F:1][C:2]([C:3](=[O:4])[NH:5][NH:6][C:18]([CH2:17][CH2:16][C:15]([N+:12](=[O:13])[O-:14])([N+:21](=[O:22])[O-:23])[N+:24](=[O:25])[O-:26])=[O:19])([C:7]([F:8])([F:9])[F:10])[F:11]. The reactants are BrC=1C(=NC=CC1)C (3-bromo-2-methylpyridine), O1CCOCC1 (1,4-dioxane), C1(=CCCCC1)B1OC(C(O1)(C)C)(C)C (2-(cyclohex-1-en-1-yl)-4,4,5,5-tetramethyl-1,3,2-dioxaborolane), C([O-])([O-])=O.[Cs+].[Cs+] (cesium carbonate). Reagents/catalysts: [Pd].C1(=CC=CC=C1)P(C1=CC=CC=C1)C1=CC=CC=C1.C1(=CC=CC=C1)P(C1=CC=CC=C1)C1=CC=CC=C1.C1(=CC=CC=C1)P(C1=CC=CC=C1)C1=CC=CC=C1.C1(=CC=CC=C1)P(C1=CC=CC=C1)C1=CC=CC=C1 (tetrakis(triphenylphosphine) palladium (0)). Solvent: O (water). Product: C1(=CCCCC1)C=1C(=NC=CC1)C (3-(Cyclohex-1-en-1-yl)-2-methylpyridine). Yield: 84.9%. As a reaction SMILES: Br[C:2]1[C:3]([CH3:8])=[N:4][CH:5]=[CH:6][CH:7]=1.[C:9]1(B2OC(C)(C)C(C)(C)O2)[CH2:14][CH2:13][CH2:12][CH2:11][CH:10]=1.C(=O)([O-])[O-].[Cs+].[Cs+].O1CCOCC1>[Pd].C1(P(C2C=CC=CC=2)C2C=CC=CC=2)C=CC=CC=1.C1(P(C2C=CC=CC=2)C2C=CC=CC=2)C=CC=CC=1.C1(P(C2C=CC=CC=2)C2C=CC=CC=2)C=CC=CC=1.C1(P(C2C=CC=CC=2)C2C=CC=CC=2)C=CC=CC=1.O>[C:9]1([C:2]2[C:3]([CH3:8])=[N:4][CH:5]=[CH:6][CH:7]=2)[CH2:14][CH2:13][CH2:12][CH2:11][CH:10]=1 |f:2.3.4,6.7.8.9.10|. Procedure: The reaction and aftertreatment were conducted in the same manner as in Example 39a by using 3-bromo-2-methylpyridine (0.41 g, 2.40 mmol), 2-(cyclohex-1-en-1-yl)-4,4,5,5-tetramethyl-1,3,2-dioxaborolane (0.50 g, 2.40 mmol), tetrakis(triphenylphosphine) palladium (0)(0.14 g, 0.12 mmol), cesium carbonate (1.72 g, 5.29 mmol), 1,4-dioxane (8.0 mL) and water (4.0 mL), to yield the title compound (353.2 mg, 85%) as a colorless oil. Isolated yield 80.0%. Procedure: Into a 3-neck, 200 milliliter (mL) round bottom flask was charged 2.4 grams (g), 0.06 mole, of 60% sodium hydride (NaH), which had been previously washed two times with successive 30 mL portions of hexane, in 30 mL of dimethylformamide (DMF). While stirring under nitrogen, 7.6 g (0.05 mole) of t-butylsulfonylacetonitrile in 25 mL of DMF was added. The mixture was stirred for 0.5 hour (hr) and 12.8 g (0.055 mole) of 2-(4-chlorophenyl)ethyl methanesulfonate in 25 mL of DMF was added dropwise. The ... Solvent: CN(C=O)C (DMF), CN(C=O)C (DMF). Yields the product ClC1=CC=C(C=C1)CCC(C#N)S(=O)(=O)C(C)(C)C (4-(4-chlorophenyl)-2-(t-butylsulfonyl)butanenitrile). The reactants are ( g ), CS(=O)(=O)OCCC1=CC=C(C=C1)Cl (2-(4-chlorophenyl)ethyl methanesulfonate), C(C)(C)(C)S(=O)(=O)CC#N (t-butylsulfonylacetonitrile). As a reaction SMILES: [C:1]([S:5]([CH2:8][C:9]#[N:10])(=[O:7])=[O:6])([CH3:4])([CH3:3])[CH3:2].CS(O[CH2:16][CH2:17][C:18]1[CH:23]=[CH:22][C:21]([Cl:24])=[CH:20][CH:19]=1)(=O)=O>CN(C)C=O>[Cl:24][C:21]1[CH:22]=[CH:23][C:18]([CH2:17][CH2:16][CH:8]([S:5]([C:1]([CH3:4])([CH3:3])[CH3:2])(=[O:7])=[O:6])[C:9]#[N:10])=[CH:19][CH:20]=1. Starting materials: COC(=O)C1SCCN1C(=O)CNC(=O)c1cc2cc(Cl)ccc2[nH]1, CO, [Na+], [OH-]. Product: O=C(NCC(=O)N1CCSC1C(=O)O)c1cc2cc(Cl)ccc2[nH]1. As a reaction SMILES: [CH3:1][O:2][C:3](=[O:4])[CH:5]1[S:6][CH2:7][CH2:8][N:9]1[C:10]([CH2:11][NH:12][C:13](=[O:14])[c:15]1[nH:16][c:17]2[cH:18][cH:19][c:20]([Cl:24])[cH:21][c:22]2[cH:23]1)=[O:25].[CH3:28][OH:29].[Na+:27].[OH-:26]>>[O:2]=[C:3]([OH:4])[CH:5]1[S:6][CH2:7][CH2:8][N:9]1[C:10]([CH2:11][NH:12][C:13](=[O:14])[c:15]1[nH:16][c:17]2[cH:18][cH:19][c:20]([Cl:24])[cH:21][c:22]2[cH:23]1)=[O:25]. Starting materials: C1=CCCCC1, COc1ccc(NS(=O)(=O)CCNC(=O)OCc2ccccc2)cc1, CCO, [OH-], [OH-], [Pd+2]. Product: COc1ccc(NS(=O)(=O)CCN)cc1. As a reaction SMILES: [CH2:26]1[CH2:27][CH:28]=[CH:29][CH2:30][CH2:31]1.[CH3:1][O:2][c:3]1[cH:4][cH:5][c:6]([NH:9][S:10](=[O:11])(=[O:12])[CH2:13][CH2:14][NH:15][C:16](=[O:17])[O:18][CH2:19][c:20]2[cH:21][cH:22][cH:23][cH:24][cH:25]2)[cH:7][cH:8]1.[CH3:32][CH2:33][OH:34].[OH-:35].[OH-:37].[Pd+2:36]>>[CH3:1][O:2][c:3]1[cH:4][cH:5][c:6]([NH:9][S:10](=[O:11])(=[O:12])[CH2:13][CH2:14][NH2:15])[cH:7][cH:8]1.